The task is: describe an organic reaction: reactants, conditions, products, and yield. This data is from the Open Reaction Database (ORD), a public repository of structured organic reaction records. Starting materials: COC(CCC1=NC=CC=C1O)=O (3-(3-hydroxy-2-pyridyl)-propionic acid methyl ester), [I-].[Na+] (sodium iodide), Cl[O-].[Na+] (sodium hypochlorite). The solvent is CO (methanol). Reaction conditions: temperature 15 celsius. Yields the product COC(CCC1=NC(=CC=C1O)I)=O (3-(3-hydroxy-6-iodo-2-pyridyl)-propionic acid methyl ester). Isolated yield 32.7%. Reaction SMILES: [CH3:1][O:2][C:3](=[O:13])[CH2:4][CH2:5][C:6]1[C:11]([OH:12])=[CH:10][CH:9]=[CH:8][N:7]=1.[I-:14].[Na+].Cl[O-].[Na+]>CO>[CH3:1][O:2][C:3](=[O:13])[CH2:4][CH2:5][C:6]1[C:11]([OH:12])=[CH:10][CH:9]=[C:8]([I:14])[N:7]=1 |f:1.2,3.4|. Reported procedure: A solution of 15 g of 3-(3-hydroxy-2-pyridyl)-propionic acid methyl ester in 250 ml of methanol is mixed with 12.4 g of sodium iodide, cooled to 15° C., and 74 ml of aqueous sodium hypochlorite solution (6.5% active chlorine) is instilled. The yellow suspension is concentrated by evaporation, the residue is taken up in water, acidified to pH 4 with 2n sulfuric acid and shaken out with ethyl acetate. The organic phase is washed with 10% sodium thiosulfate solution, dried with sodium sulfate, conc... Reactants: COC1=CC=C(C=C1)S(=O)(=O)C1C(NC(S1)=O)=O (5-(4-methoxyphenylsulfonyl)-thiazolidine-2,4-dione), C[Si]([N-][Si](C)(C)C)(C)C.[Na+] (sodium hexamethyldisilazide), ClC1=CC=C(C=C1)C#CCCCI (1-(4-chlorophenyl)-5-iodo-1-pentyne). Run in CN(C)C=O (DMF). Run at time 15 minute. Yields the product ClC1=CC=C(C=C1)CC(CCC)C1(C(NC(S1)=O)=O)S(=O)(=O)C1=CC=C(C=C1)OC (5-[5-(4-Chlorophenyl)pent-4-yl]-5-(4-methoxyphenylsulfonyl)-thiazolidine-2,4-dione). RXN SMILES: [CH3:1][O:2][C:3]1[CH:8]=[CH:7][C:6]([S:9]([CH:12]2[S:16][C:15](=[O:17])[NH:14][C:13]2=[O:18])(=[O:11])=[O:10])=[CH:5][CH:4]=1.C[Si](C)(C)[N-][Si](C)(C)C.[Na+].[Cl:29][C:30]1[CH:35]=[CH:34][C:33]([C:36]#[C:37][CH2:38][CH2:39][CH2:40]I)=[CH:32][CH:31]=1>CN(C=O)C>[Cl:29][C:30]1[CH:35]=[CH:34][C:33]([CH2:36][CH:37]([C:12]2([S:9]([C:6]3[CH:7]=[CH:8][C:3]([O:2][CH3:1])=[CH:4][CH:5]=3)(=[O:10])=[O:11])[S:16][C:15](=[O:17])[NH:14][C:13]2=[O:18])[CH2:38][CH2:39][CH3:40])=[CH:32][CH:31]=1 |f:1.2|. Procedure details: To a solution of 5-(4-methoxyphenylsulfonyl)-thiazolidine-2,4-dione [U.S. Pat. No. 5,605,918; February 1997; Wrobel, et al.]((2.74 g, 9.5 mMol) in DMF (50 ml) was added sodium hexamethyldisilazide (1.0 M solution in THF—19.0 ml, 19.0 mmol) at room temperature, under nitrogen, and this was stirred for 15 minutes. To this was added 1-(4-chlorophenyl)-5-iodo-1-pentyne (2.70 g, 9.5 mmol) over 5 minutes, and this solution was stirred overnight at room temperature. The reaction mixture was quenched in... The reactants are C=C(C)C=1N=CC(=NC1)O[C@@H]1C[C@@H]2N(CCN(C2)C(=O)OC(C)(C)C)C1 (tert-butyl (7R,8aS)-7-{[5-(prop-1-en-2-yl)pyrazin-2-yl]oxy}hexahydro-pyrrolo[1,2-a]pyrazine-2(1H)-carboxylate). Solvent: Cl.O1CCOCC1 (HCl dioxane). Reaction conditions: time 30 minute. The product is C=C(C)C=1N=CC(=NC1)O[C@@H]1C[C@@H]2N(CCNC2)C1 ((7R,8aS)-7-{[5-(prop-1-en-2-yl)pyrazin-2-yl]oxy}octahydropyrrolo[1,2-a]-pyrazine). The yield is 89.9%. Reaction SMILES: [CH2:1]=[C:2]([C:4]1[N:5]=[CH:6][C:7]([O:10][C@H:11]2[CH2:26][N:14]3[CH2:15][CH2:16][N:17](C(OC(C)(C)C)=O)[CH2:18][C@@H:13]3[CH2:12]2)=[N:8][CH:9]=1)[CH3:3]>Cl.O1CCOCC1>[CH2:1]=[C:2]([C:4]1[N:5]=[CH:6][C:7]([O:10][C@H:11]2[CH2:26][N:14]3[CH2:15][CH2:16][NH:17][CH2:18][C@@H:13]3[CH2:12]2)=[N:8][CH:9]=1)[CH3:3] |f:1.2|. Procedure: The product from Example 152B (157 mg, 0.436 mmol) was dissolved in 2 mL of 4 M HCl-dioxane and stirred at room temperature for 30 minutes. The mixture was concentrated under a stream of nitrogen and the residue was purified by chromatography on a 12 g silica gel column, eluting with 2.5% methanol (containing 2 N ammonia) in dichloromethane for 3 minutes followed by a gradient to 10% methanol (2 N ammonia) in dichloromethane to afford the title compound as a colorless glass (102 mg, 90%). 1H NMR... Reactants: O=C(Nc1cccc(Br)c1)Oc1ccccc1, c1ccc(CNCc2ccccc2)cc1, CCCCCC, C1CCOC1. Product: O=C(Nc1cccc(Br)c1)N(Cc1ccccc1)Cc1ccccc1. Reaction SMILES: [Br:1][c:2]1[cH:3][c:4]([NH:8][C:9]([O:10][c:11]2[cH:12][cH:13][cH:14][cH:15][cH:16]2)=[O:17])[cH:5][cH:6][cH:7]1.[CH2:23]([c:24]1[cH:25][cH:26][cH:27][cH:28][cH:29]1)[NH:30][CH2:31][c:32]1[cH:33][cH:34][cH:35][cH:36][cH:37]1.[CH3:38][CH2:39][CH2:40][CH2:41][CH2:42][CH3:43].[O:18]1[CH2:19][CH2:20][CH2:21][CH2:22]1>>[Br:1][c:2]1[cH:3][c:4]([NH:8][C:9](=[O:17])[N:30]([CH2:23][c:24]2[cH:25][cH:26][cH:27][cH:28][cH:29]2)[CH2:31][c:32]2[cH:33][cH:34][cH:35][cH:36][cH:37]2)[cH:5][cH:6][cH:7]1.